This data is from the Open Reaction Database (ORD), a public repository of structured organic reaction records. The task is: describe an organic reaction: reactants, conditions, products, and yield The reactants are S1C(=NC2=C1C=CC=C2)C(C#N)=C(C2=CC=C(C=C2)[N+](=O)[O-])O (2-benzothiazol-2-yl-3-hydroxy-3-(4-nitrophenyl)-acrylonitrile), ice water, O=P(Cl)(Cl)Cl (POCl3). Run at temperature 100 celsius. Yields the product S1C(=NC2=C1C=CC=C2)C(C#N)=C(C2=CC=C(C=C2)[N+](=O)[O-])Cl (2-benzothiazol-2-yl-3-chloro-3-(4-nitrophenyl)-acrylonitrile). The yield is 95.0%. RXN SMILES: [S:1]1[C:5]2[CH:6]=[CH:7][CH:8]=[CH:9][C:4]=2[N:3]=[C:2]1[C:10](=[C:13](O)[C:14]1[CH:19]=[CH:18][C:17]([N+:20]([O-:22])=[O:21])=[CH:16][CH:15]=1)[C:11]#[N:12].O=P(Cl)(Cl)[Cl:26]>>[S:1]1[C:5]2[CH:6]=[CH:7][CH:8]=[CH:9][C:4]=2[N:3]=[C:2]1[C:10](=[C:13]([Cl:26])[C:14]1[CH:19]=[CH:18][C:17]([N+:20]([O-:22])=[O:21])=[CH:16][CH:15]=1)[C:11]#[N:12]. Reported procedure: The above prepared 2-benzothiazol-2-yl-3-hydroxy-3-(4-nitrophenyl)-acrylonitrile (500 mg, 1.55 mmol) was suspended in POCl3 (12 mL). The suspension was heated at 100° C. for 4 hrs and was then poured into ice water (25 mL). The pH of the aqueous phase was adjusted to neutral. The solids were isolated by filtration and dried to yield 505 mg (95%) of 2-benzothiazol-2-yl-3-chloro-3-(4-nitrophenyl)-acrylonitrile. MS (m/z, ES+): 341.92 (Cl35M+1, 100%), 343.92 (Cl37M+1, 45%).